Task: describe an organic reaction: reactants, conditions, products, and yield. Dataset: the Open Reaction Database (ORD), a public repository of structured organic reaction records The reactants are C1(CC1)N1C=C(C(C2=CC(=C(C=C12)F)F)=O)C(=O)O (1-cyclopropyl-6,7-difluoro-1,4-dihydro-4-oxo-3-quinoline-carboxylic acid), C(C)N1CCNCC1 (1-ethyl-piperazine). Solvent: O (water). The product is C1(CC1)N1C=C(C(C2=CC(=C(C=C12)N1CCN(CC1)CC)F)=O)C(=O)O (1-cyclopropyl-6-fluoro-1,4-dihydro-4-oxo-7-(4-ethyl-1-piperazinyl)-3-quinolinecarboxylic acid). The yield is 94.7%. RXN SMILES: [CH:1]1([N:4]2[C:13]3[C:8](=[CH:9][C:10]([F:15])=[C:11](F)[CH:12]=3)[C:7](=[O:16])[C:6]([C:17]([OH:19])=[O:18])=[CH:5]2)[CH2:3][CH2:2]1.[CH2:20]([N:22]1[CH2:27][CH2:26][NH:25][CH2:24][CH2:23]1)[CH3:21]>O>[CH:1]1([N:4]2[C:13]3[C:8](=[CH:9][C:10]([F:15])=[C:11]([N:25]4[CH2:26][CH2:27][N:22]([CH2:20][CH3:21])[CH2:23][CH2:24]4)[CH:12]=3)[C:7](=[O:16])[C:6]([C:17]([OH:19])=[O:18])=[CH:5]2)[CH2:3][CH2:2]1. Procedure details: 26.5 parts by weight of 1-cyclopropyl-6,7-difluoro-1,4-dihydro-4-oxo-3-quinoline-carboxylic acid and 35.3 parts by weight of 1-ethyl-piperazine in 200 parts by volume of water are heated under reflux for 90 minutes, and the mixture is cooled, brought to pH 7.5 using acid and worked up. 34.0 g (94.7%) of 1-cyclopropyl-6-fluoro-1,4-dihydro-4-oxo-7-(4-ethyl-1-piperazinyl)-3-quinolinecarboxylic acid are obtained. Reactants: C(C)OC(=O)N=C=S (Ethoxycarbonyl isothiocyanate), Cl (hydrogen chloride), NC1=C(C=CC(=C1)NC(=O)OC)NC(CN(C)C)=O (N-(2-amino-4-methoxycarbonylaminophenyl)-2-dimethylaminoacetamide), O (water). Run in CC(=O)C (acetone), C(C)OCC (Diethyl ether), C(C)OCC (diethyl ether), C(C)O (ethanol). Conditions: time 30 minute. Yields the product Cl.C(C)OC(=O)NC(=S)NC1=C(C=CC(=C1)NC(=O)OC)NC(CN(C)C)=O (1-ethoxycarbonyl-3-(2-dimethylaminoacetamido-5-methoxycarbonylaminophenyl)thiourea hydrochloride). Reaction SMILES: [CH2:1]([O:3][C:4]([N:6]=[C:7]=[S:8])=[O:5])[CH3:2].[NH2:9][C:10]1[CH:15]=[C:14]([NH:16][C:17]([O:19][CH3:20])=[O:18])[CH:13]=[CH:12][C:11]=1[NH:21][C:22](=[O:27])[CH2:23][N:24]([CH3:26])[CH3:25].O.[ClH:29]>CC(C)=O.C(O)C.C(OCC)C>[ClH:29].[CH2:1]([O:3][C:4]([NH:6][C:7]([NH:9][C:10]1[CH:15]=[C:14]([NH:16][C:17]([O:19][CH3:20])=[O:18])[CH:13]=[CH:12][C:11]=1[NH:21][C:22](=[O:27])[CH2:23][N:24]([CH3:26])[CH3:25])=[S:8])=[O:5])[CH3:2] |f:7.8|. Reported procedure: Ethoxycarbonyl isothiocyanate (5.6 g) was added dropwise, with cooling to maintain the temperature between 15° and 20° C., to a vigorously stirred solution of N-(2-amino-4-methoxycarbonylaminophenyl)-2-dimethylaminoacetamide (10.75 g) in dry acetone (200 ml). The resulting mixture was stirred for a further 30 minutes and then poured into an excess of water. The precipitated solid was filtered off to give crude 1-ethoxycarbonyl-3-(2-dimethylaminoacetamido-5-methoxycarbonylaminophenyl)thiourea, m.... Reactants: FC1=CC=C2C(C(=C(C3(CCOCC3)C2=C1F)O)C(=O)NCC(=O)OC(C)(C)C)=O (t-butyl N-((7,8-difluoro-2-hydroxy-4-oxo-2′,3′,5′,6′-tetrahydro-4H-spiro[naphthalene-1,4′-pyran]-3-yl)carbonyl)glycinate). Run in C(=O)(C(F)(F)F)O (TFA), O (water). Run at time 1 hour. Product: FC1=CC=C2C(C(=C(C3(CCOCC3)C2=C1F)O)C(=O)NCC(=O)O)=O (N-((7,8-difluoro-2-hydroxy-4-oxo-2′,3′,5′,6′-tetrahydro-4H-spiro[naphthalene-1,4′-pyran]-3-yl)carbonyl)glycine). Yield: 81.7%. Reaction SMILES: [F:1][C:2]1[C:16]([F:17])=[C:15]2[C:5]([C:6](=[O:30])[C:7]([C:19]([NH:21][CH2:22][C:23]([O:25]C(C)(C)C)=[O:24])=[O:20])=[C:8]([OH:18])[C:9]32[CH2:14][CH2:13][O:12][CH2:11][CH2:10]3)=[CH:4][CH:3]=1>C(O)(C(F)(F)F)=O.O>[F:1][C:2]1[C:16]([F:17])=[C:15]2[C:5]([C:6](=[O:30])[C:7]([C:19]([NH:21][CH2:22][C:23]([OH:25])=[O:24])=[O:20])=[C:8]([OH:18])[C:9]32[CH2:10][CH2:11][O:12][CH2:13][CH2:14]3)=[CH:4][CH:3]=1. Reported procedure: A mixture of t-butyl N-((7,8-difluoro-2-hydroxy-4-oxo-2′,3′,5′,6′-tetrahydro-4H-spiro[naphthalene-1,4′-pyran]-3-yl)carbonyl)glycinate (0.13 g, 0.3 mmol) in 3 mL TFA was stirred at room temperature for 1 hour. The mixture was diluted with 100 mL water and a white precipitate was formed to form a suspension. The suspension was stirred for 30 minutes at room temperature, filtered, and washed with 20 mL water. The solid was dried under vacuum at 45° C. for 15 hours to give 0.09 g of the title compou... Starting materials: [H-].[Na+] (sodium hydride), C(C)(C)(C)OC(=O)NOCC1=CC=CC=C1 (N-(tert-butoxycarbonyl)-O-benzylhydroxylamine), S(=O)(=O)(OCCOCCOCCOC)C1=CC=C(C)C=C1 (3,6,9-Trioxadecyl tosylate). Run in CN(C)C=O (DMF), CN(C)C=O (DMF). Conditions: temperature 72 celsius. Yields the product C(C)(C)(C)OC(=O)N(OCC1=CC=CC=C1)CCOCCOCCOC (N-(tert-Butoxycarbonyl)-N-(3,6,9-trioxadecyl)-O-benzylhydroxylamine). The yield is 77.3%. Reaction SMILES: [H-].[Na+].[C:3]([O:7][C:8]([NH:10][O:11][CH2:12][C:13]1[CH:18]=[CH:17][CH:16]=[CH:15][CH:14]=1)=[O:9])([CH3:6])([CH3:5])[CH3:4].S(C1C=CC(C)=CC=1)(O[CH2:23][CH2:24][O:25][CH2:26][CH2:27][O:28][CH2:29][CH2:30][O:31][CH3:32])(=O)=O>CN(C=O)C>[C:3]([O:7][C:8]([N:10]([CH2:23][CH2:24][O:25][CH2:26][CH2:27][O:28][CH2:29][CH2:30][O:31][CH3:32])[O:11][CH2:12][C:13]1[CH:18]=[CH:17][CH:16]=[CH:15][CH:14]=1)=[O:9])([CH3:6])([CH3:4])[CH3:5] |f:0.1|. Procedure details: N-(tert-Butoxycarbonyl)-N-(3,6,9-trioxadecyl)-O-benzylhydroxylamine (14) was synthesized by adding sodium hydride (80% oil dispersion, 0.488 g, 16.3 mmol) to N-(tert-butoxycarbonyl)-O-benzylhydroxylamine [Ramasamy, supra] (2.66 g, 11.9 mmol) in dry DMF (20 mL), and stirring was continued for several minutes. 3,6,9-Trioxadecyl tosylate [Schultz et al, supra] (4.93 g, 15.5 mmol) in DMF (3 mL) was added by syringe, and the suspension was heated at 72° C. for 18 hours under nitrogen. After cooling, ... Reactants: BrC1=CC=C(C2=CC=CC=C12)OC (1-Bromo-4-methoxynaphthalene), C1(=CC=CC2=CC=CC=C12)C1=CC=C(C=C1)B(O)O (4-(naphthalen-1-yl)phenylboronic acid), C([O-])([O-])=O.[K+].[K+] (potassium carbonate), O (water). The reagents and catalysts are C=1C=CC(=CC1)[P](C=2C=CC=CC2)(C=3C=CC=CC3)[Pd]([P](C=4C=CC=CC4)(C=5C=CC=CC5)C=6C=CC=CC6)([P](C=7C=CC=CC7)(C=8C=CC=CC8)C=9C=CC=CC9)[P](C=1C=CC=CC1)(C=1C=CC=CC1)C=1C=CC=CC1 (tetrakis(triphenylphosphine)palladium(0)). Run in C1(=CC=CC=C1)C (toluene), C1(=CC=CC=C1)C (toluene), O1CCCC1 (tetrahydrofuran). Product: COC1=CC=C(C2=CC=CC=C12)C1=CC=C(C=C1)C1=CC=CC2=CC=CC=C12 (1-methoxy-4-{4-(naphthalen-1-yl)phenyl}naphthalene). Yield: 52.4%. RXN SMILES: Br[C:2]1[C:11]2[C:6](=[CH:7][CH:8]=[CH:9][CH:10]=2)[C:5]([O:12][CH3:13])=[CH:4][CH:3]=1.[C:14]1([C:24]2[CH:29]=[CH:28][C:27](B(O)O)=[CH:26][CH:25]=2)[C:23]2[C:18](=[CH:19][CH:20]=[CH:21][CH:22]=2)[CH:17]=[CH:16][CH:15]=1.C(=O)([O-])[O-].[K+].[K+].O>C1(C)C=CC=CC=1.C1C=CC([P]([Pd]([P](C2C=CC=CC=2)(C2C=CC=CC=2)C2C=CC=CC=2)([P](C2C=CC=CC=2)(C2C=CC=CC=2)C2C=CC=CC=2)[P](C2C=CC=CC=2)(C2C=CC=CC=2)C2C=CC=CC=2)(C2C=CC=CC=2)C2C=CC=CC=2)=CC=1.O1CCCC1>[CH3:13][O:12][C:5]1[C:6]2[C:11](=[CH:10][CH:9]=[CH:8][CH:7]=2)[C:2]([C:27]2[CH:28]=[CH:29][C:24]([C:14]3[C:23]4[C:18](=[CH:19][CH:20]=[CH:21][CH:22]=4)[CH:17]=[CH:16][CH:15]=3)=[CH:25][CH:26]=2)=[CH:3][CH:4]=1 |f:2.3.4,^1:50,52,71,90|. Procedure: 1-Bromo-4-methoxynaphthalene (25 g, 0.105 mol), 4-(naphthalen-1-yl)phenylboronic acid (30.4 g, 0.137 mol), potassium carbonate (21.9 g, 0.16 mol), tetrakis(triphenylphosphine)palladium(0) (2.4 g, 0.01 mol), water (25 mL), tetrahydrofuran (75 mL) and toluene (75 mL) were stirred in a 250 mL round-bottom flask for 12 hours under reflux. After completion of the reaction, the reaction mixture was cooled to room temperature and extracted with ethyl acetate (300 mL) and water (1000 mL). The organic la...